The task is: describe an organic reaction: reactants, conditions, products, and yield. This data is from the Open Reaction Database (ORD), a public repository of structured organic reaction records. Run in C(C)OCC (diethyl ether), C1CCOC1 (THF). Procedure: Trimethyl(prop-1-ynyl)silane (4 mL, 28 mmol) and N,N,N′,N′-tetramethylethanediamine (5 mL, 36 mmol) were dissolved in dry diethyl ether (50 mL) and cooled to −78° C. Tert-butyllithium, 1.7 M solution in pentane (17 mL, 28 mmol) was added dropwise and the heterogenous solution was allowed to warm to 0° C. for 15 min to give a clear yellow solution, which was recooled to −78 C. Azeotropically (S,E)-N—((S)-2,3-bis(tert-butyldimethylsilyloxy)propylidene)-2-methylpropane-2-sulfinamide (3.0 g, 7 mmol)... The reactants are C[Si](C#CC)(C)C (Trimethyl(prop-1-ynyl)silane), CN(C(C)N(C)C)C (N,N,N′,N′-tetramethylethanediamine), [Si](C)(C)(C(C)(C)C)O[C@@H](\C=N\[S@@](=O)C(C)(C)C)CO[Si](C)(C)C(C)(C)C ((S,E)-N—((S)-2,3-bis(tert-butyldimethylsilyloxy)propylidene)-2-methylpropane-2-sulfinamide), C(C)(C)(C)[Li] (Tert-butyllithium), solution, CCCCC (pentane). Reaction conditions: temperature -78 celsius, time 1 hour. RXN SMILES: [CH3:1][Si:2]([CH3:7])([CH3:6])[C:3]#[C:4][CH3:5].CN(C)C(N(C)C)C.C([Li])(C)(C)C.CCCCC.[Si:26]([O:33][C@H:34]([CH2:43][O:44][Si:45]([C:48]([CH3:51])([CH3:50])[CH3:49])([CH3:47])[CH3:46])/[CH:35]=[N:36]/[S@:37]([C:39]([CH3:42])([CH3:41])[CH3:40])=[O:38])([C:29]([CH3:32])([CH3:31])[CH3:30])([CH3:28])[CH3:27]>C(OCC)C.C1COCC1>[Si:45]([O:44][CH2:43][C@@H:34]([O:33][Si:26]([C:29]([CH3:32])([CH3:31])[CH3:30])([CH3:27])[CH3:28])[C@@H:35]([NH:36][S@:37]([C:39]([CH3:40])([CH3:41])[CH3:42])=[O:38])[CH2:5][C:4]#[C:3][Si:2]([CH3:7])([CH3:6])[CH3:1])([C:48]([CH3:51])([CH3:50])[CH3:49])([CH3:47])[CH3:46]. Yields the product [Si](C)(C)(C(C)(C)C)OC[C@H]([C@H](CC#C[Si](C)(C)C)N[S@@](=O)C(C)(C)C)O[Si](C)(C)C(C)(C)C ((S)—N-((2S,3S)-1,2-bis(tert-butyldimethylsilyloxy)-6-(trimethylsilyl)hex-5-yn-3-yl)-2-methylpropane-2-sulfinamide).